From a dataset of the Open Reaction Database (ORD), a public repository of structured organic reaction records. describe an organic reaction: reactants, conditions, products, and yield The reactants are ClC=1C=C(C=CC1Cl)N=C=O (3,4-dichlorophenylisocyanate), NC1C(CN(C1=O)C1=CC=CC=C1)C(=O)OCC (Ethyl 4-amino-5-oxo-1-phenyl-3-pyrrolidinecarboxylate). The solvent is C(Cl)Cl (CH2Cl2), C(Cl)Cl (CH2Cl2). Run at time 18 hour. The product is ClC=1C=C(C=CC1Cl)NC(=O)N[C@@H]1[C@@H](CN(C1=O)C1=CC=CC=C1)C(=O)OCC (Ethyl cis-4-[[[(3,4-dichlorophenyl)amino]carbonyl]amino]-5-oxo-1-phenyl-3-pyrrolidinecarboxylate). The yield is 68.0%. RXN SMILES: [Cl:1][C:2]1[CH:3]=[C:4]([N:9]=[C:10]=[O:11])[CH:5]=[CH:6][C:7]=1[Cl:8].[NH2:12][CH:13]1[C:17](=[O:18])[N:16]([C:19]2[CH:24]=[CH:23][CH:22]=[CH:21][CH:20]=2)[CH2:15][CH:14]1[C:25]([O:27][CH2:28][CH3:29])=[O:26]>C(Cl)Cl>[Cl:1][C:2]1[CH:3]=[C:4]([NH:9][C:10]([NH:12][C@H:13]2[C:17](=[O:18])[N:16]([C:19]3[CH:24]=[CH:23][CH:22]=[CH:21][CH:20]=3)[CH2:15][C@H:14]2[C:25]([O:27][CH2:28][CH3:29])=[O:26])=[O:11])[CH:5]=[CH:6][C:7]=1[Cl:8]. Procedure details: To a solution of 3,4-dichlorophenylisocyanate in CH2Cl2 (3 ml) was added a solution of aminopyrrolidinone of Example S (350 mg, 1.41 mmol) in CH2Cl2 (3 ml) and the resulting solution was stirred for 18 h at room temperature. Concentration in vacuo gave a solid which was triturated with CH2Cl2 and filtered to give the title compound (420 mg, 68%) as a solid. MS M+1 calcd for C20H19N3O4Cl2 437, found 437. DSC=249.1°-251.7° C. at 112.7 J/g. Reactants: CC1=C(N=C(O1)C1=CC=CC=C1)CCOC=1C=C(C=CC1)C (5-methyl-2-phenyl-4-(2-m-tolyloxy-ethyl)-oxazole), ClC(Cl)OC (dichloromethylmethylether), Cl (HCl). The reagents and catalysts are Cl[Ti](Cl)(Cl)Cl (TiCl4). Run in C(Cl)Cl (CH2Cl2). Run at time 2.5 hour. The product is CC1=C(C=O)C=CC(=C1)OCCC=1N=C(OC1C)C1=CC=CC=C1 (2-Methyl-4-[2-(5-methyl-2-phenyl-oxazol-4-yl)-ethoxy]-benzaldehyde). Yield: 52.0%. Reaction SMILES: [CH3:1][C:2]1[O:6][C:5]([C:7]2[CH:12]=[CH:11][CH:10]=[CH:9][CH:8]=2)=[N:4][C:3]=1[CH2:13][CH2:14][O:15][C:16]1[CH:17]=[C:18]([CH3:22])[CH:19]=[CH:20][CH:21]=1.Cl[CH:24]([O:26]C)Cl.Cl>C(Cl)Cl.Cl[Ti](Cl)(Cl)Cl>[CH3:22][C:18]1[CH:17]=[C:16]([O:15][CH2:14][CH2:13][C:3]2[N:4]=[C:5]([C:7]3[CH:8]=[CH:9][CH:10]=[CH:11][CH:12]=3)[O:6][C:2]=2[CH3:1])[CH:21]=[CH:20][C:19]=1[CH:24]=[O:26]. Procedure details: A solution of 6.00 g of 5-methyl-2-phenyl-4-(2-m-tolyloxy-ethyl)-oxazole and 4.70 g of dichloromethylmethylether in 30 ml of CH2Cl2 was treated at 0° C. with 11.2 ml TiCl4 over 15 min and stirring was continued at 0° C. for 2.5 h. The red solution was treated at 0° with 600 ml of 1 N aqueous HCl, the organic layer was washed with 0.1 N aqueous NaOH and twice with brine. The organic layer was dried, the solvent evaporated and the residue was chromatographed on silica (n-hexane/AcOEt, 7:1) to give... The reactants are CN1N=CC(=C1NC(C1=CC=CC=C1)(C1=CC=CC=C1)C1=CC=CC=C1)NC(OC1=CC=CC=C1)=O (phenyl [1-methyl-5-(tritylamino)-1H-pyrazol-4-yl]carbamate), NC1CN(CC1)C(=O)OC(C)(C)C (tert-butyl 3-amino-1-pyrrolidinecarboxylate), C(C)N(C(C)C)C(C)C (N-ethyldiisopropylamine). Solvent: C(Cl)Cl (methylenechloride). Product: CN1N=CC(=C1NC(C1=CC=CC=C1)(C1=CC=CC=C1)C1=CC=CC=C1)NC(=O)NC1CN(CC1)C(=O)OC(C)(C)C (tert-butyl 3-[({[1-methyl-5-(tritylamino)-1H-pyrazol-4-yl]amino}carbonyl)amino]-1-pyrrolidinecarboxylate). Yield: 60.2%. Reaction SMILES: [CH3:1][N:2]1[C:6]([NH:7][C:8]([C:21]2[CH:26]=[CH:25][CH:24]=[CH:23][CH:22]=2)([C:15]2[CH:20]=[CH:19][CH:18]=[CH:17][CH:16]=2)[C:9]2[CH:14]=[CH:13][CH:12]=[CH:11][CH:10]=2)=[C:5]([NH:27][C:28](=O)[O:29]C2C=CC=CC=2)[CH:4]=[N:3]1.[NH2:37][CH:38]1[CH2:42][CH2:41][N:40]([C:43]([O:45][C:46]([CH3:49])([CH3:48])[CH3:47])=[O:44])[CH2:39]1.C(N(C(C)C)C(C)C)C>C(Cl)Cl>[CH3:1][N:2]1[C:6]([NH:7][C:8]([C:15]2[CH:16]=[CH:17][CH:18]=[CH:19][CH:20]=2)([C:21]2[CH:26]=[CH:25][CH:24]=[CH:23][CH:22]=2)[C:9]2[CH:10]=[CH:11][CH:12]=[CH:13][CH:14]=2)=[C:5]([NH:27][C:28]([NH:37][CH:38]2[CH2:42][CH2:41][N:40]([C:43]([O:45][C:46]([CH3:49])([CH3:48])[CH3:47])=[O:44])[CH2:39]2)=[O:29])[CH:4]=[N:3]1. Procedure: To a suspension of phenyl [1-methyl-5-(tritylamino)-1H-pyrazol-4-yl]carbamate (711 mg) and tert-butyl 3-amino-1-pyrrolidinecarboxylate (372 mg) in methylenechloride (15 ml) was added N-ethyldiisopropylamine (0.51 ml), and the mixture was stirred under reflux for 17 hours. The reaction mixture was washed successively with 10% aqueous citric acid solution, brine and saturated aqueous sodium hydrogen carbonate solution. The organic layer was dried over anhydrous magnesium sulfate, filtered and conc... The reactants are BrC1=COC2=C1C=NC(=C2O[C@H](C)C2=C(C(=CC=C2Cl)F)Cl)N (3-bromo-7-[(R)-1-(2,6-dichloro-3-fluorophenyl)-ethoxy]-furo[3,2-c]pyridine-6-ylamine), C(=O)C1=CC=C(S1)B(O)O (5-formyl-2-thiopheneboronic acid), C([O-])([O-])=O.[K+].[K+] (potassium carbonate), O1CCOCC1 (dioxane). The reagents and catalysts are C=1C=CC(=CC1)[P](C=2C=CC=CC2)(C=3C=CC=CC3)[Pd]([P](C=4C=CC=CC4)(C=5C=CC=CC5)C=6C=CC=CC6)([P](C=7C=CC=CC7)(C=8C=CC=CC8)C=9C=CC=CC9)[P](C=1C=CC=CC1)(C=1C=CC=CC1)C=1C=CC=CC1 (Pd(PPh3)4). The solvent is O (water). Yields the product NC1=C(C2=C(C=N1)C(=CO2)C2=CC=C(S2)C=O)O[C@H](C)C2=C(C(=CC=C2Cl)F)Cl (5-{6-Amino-7-[(R)-1-(2,6-dichloro-3-fluorophenyl)ethoxy]-furo[3,2-c]pyridin-3-yl}-thiophene-2-carbaldehyde). As a reaction SMILES: Br[C:2]1[C:6]2[CH:7]=[N:8][C:9]([NH2:23])=[C:10]([O:11][C@@H:12]([C:14]3[C:19]([Cl:20])=[CH:18][CH:17]=[C:16]([F:21])[C:15]=3[Cl:22])[CH3:13])[C:5]=2[O:4][CH:3]=1.[CH:24]([C:26]1[S:30][C:29](B(O)O)=[CH:28][CH:27]=1)=[O:25].C(=O)([O-])[O-].[K+].[K+].O1CCOCC1>C1C=CC([P]([Pd]([P](C2C=CC=CC=2)(C2C=CC=CC=2)C2C=CC=CC=2)([P](C2C=CC=CC=2)(C2C=CC=CC=2)C2C=CC=CC=2)[P](C2C=CC=CC=2)(C2C=CC=CC=2)C2C=CC=CC=2)(C2C=CC=CC=2)C2C=CC=CC=2)=CC=1.O>[NH2:23][C:9]1[N:8]=[CH:7][C:6]2[C:2]([C:29]3[S:30][C:26]([CH:24]=[O:25])=[CH:27][CH:28]=3)=[CH:3][O:4][C:5]=2[C:10]=1[O:11][C@@H:12]([C:14]1[C:19]([Cl:20])=[CH:18][CH:17]=[C:16]([F:21])[C:15]=1[Cl:22])[CH3:13] |f:2.3.4,^1:49,51,70,89|. Procedure: A mixture of 3-bromo-7-[(R)-1-(2,6-dichloro-3-fluorophenyl)-ethoxy]-furo[3,2-c]pyridine-6-ylamine (100.0 mg, 0.238 mmol), 5-formyl-2-thiopheneboronic acid (55.7 mg, 0.357 mmol), Pd(PPh3)4 (10.0 mg, 0.01 mmol), potassium carbonate (98.7 mg, 0.714 mmol) and 4:1 dioxane:water (10 mL) was heated to 90° C. overnight. The material was concentrated in vacuo, redissolved in DCM and transferred to a separatory funnel, extracting with sat. NaHCO3. The organic layer was dry-loaded onto silica gel for colum... Starting materials: C1CCNCC1, CS(C)=O, CO, Cc1cc2nc(NC(=O)c3ccc(C(C)(C)O)cc3)cc(Cl)n2n1, CN(C)C=O. Yields the product Cc1cc2nc(NC(=O)c3ccc(C(C)(C)O)cc3)cc(N3CCCCC3)n2n1. RXN SMILES: [CH2:25]1[CH2:26][CH2:27][NH:28][CH2:29][CH2:30]1.[CH3:36][S:37]([CH3:38])=[O:39].[CH3:40][OH:41].[Cl:1][c:2]1[cH:3][c:4]([NH:12][C:13]([c:14]2[cH:15][cH:16][c:17]([C:20]([CH3:21])([CH3:22])[OH:23])[cH:18][cH:19]2)=[O:24])[n:5][c:6]2[n:7]1[n:8][c:9]([CH3:11])[cH:10]2.[O:31]=[CH:32][N:33]([CH3:34])[CH3:35]>>[c:2]1([N:28]2[CH2:27][CH2:26][CH2:25][CH2:30][CH2:29]2)[cH:3][c:4]([NH:12][C:13]([c:14]2[cH:15][cH:16][c:17]([C:20]([CH3:21])([CH3:22])[OH:23])[cH:18][cH:19]2)=[O:24])[n:5][c:6]2[n:7]1[n:8][c:9]([CH3:11])[cH:10]2. Starting materials: C(#N)C1=CC=C(C=C1)C1=CC=C(C=C1)O (4'-Cyano-4-hydroxybiphenyl), BrCCCO (3-bromo-1-propanol), [OH-].[Na+] (sodium hydroxide). Solvent: C(C)O (ethanol), O (water). Conditions: time 40 hour. Product: C(#N)C1=CC=C(C=C1)C1=CC=C(C=C1)CCCO (3-(4'-cyano-4-biphenylyl)-1-propanol). Reaction SMILES: [C:1]([C:3]1[CH:8]=[CH:7][C:6]([C:9]2[CH:14]=[CH:13][C:12](O)=[CH:11][CH:10]=2)=[CH:5][CH:4]=1)#[N:2].Br[CH2:17][CH2:18][CH2:19][OH:20].[OH-].[Na+]>C(O)C.O>[C:1]([C:3]1[CH:8]=[CH:7][C:6]([C:9]2[CH:14]=[CH:13][C:12]([CH2:17][CH2:18][CH2:19][OH:20])=[CH:11][CH:10]=2)=[CH:5][CH:4]=1)#[N:2] |f:2.3|. Procedure: 4'-Cyano-4-hydroxybiphenyl (6 g, 0.02 mol) and 3-bromo-1-propanol (5.6 g, 0.04 mol) were dissolved in ethanol (300 ml), followed by gradually dropwise adding an aqueous solution of sodium hydroxide (10 g) in water (20 ml) over 30 minutes, continuing, as it was, stirring for 40 hours, thereafter distilling off ethanol (about 200 ml) under reduced pressure, then adding water (500 ml), extracting the resulting deposited crystals three times with toluene (100 ml), removing insoluble matter by filtra... Starting materials: O=C(n1ccnc1)n1ccnc1, O=C([O-])C(=O)[O-], CCN(CC)CCCN, CC(C)NCCS(=O)(=O)Cc1ccccc1, C1CCOC1. Product: O=C(O)C(=O)O, CCN(CC)CCCNC(=O)N(CCS(=O)(=O)Cc1ccccc1)C(C)C. RXN SMILES: [C:10](=[O:11])([n:12]1[cH:13][cH:14][n:15][cH:16]1)[n:17]1[cH:18][cH:19][n:20][cH:21]1.[C:38]([C:39](=[O:40])[O-:41])(=[O:42])[O-:43].[CH2:1]([CH3:2])[N:3]([CH2:4][CH3:5])[CH2:6][CH2:7][CH2:8][NH2:9].[CH2:22]([c:23]1[cH:24][cH:25][cH:26][cH:27][cH:28]1)[S:29](=[O:30])(=[O:31])[CH2:32][CH2:33][NH:34][CH:35]([CH3:36])[CH3:37].[O:44]1[CH2:45][CH2:46][CH2:47][CH2:48]1>>[C:38]([C:39](=[O:40])[OH:41])(=[O:42])[OH:43].[CH2:1]([CH3:2])[N:3]([CH2:4][CH3:5])[CH2:6][CH2:7][CH2:8][NH:9][C:10](=[O:11])[N:34]([CH2:33][CH2:32][S:29]([CH2:22][c:23]1[cH:24][cH:25][cH:26][cH:27][cH:28]1)(=[O:30])=[O:31])[CH:35]([CH3:36])[CH3:37]. The reactants are C(C1=CC=CC=C1)N1N=C(C=2C(=CC=CC12)N)C (1-benzyl-3-methyl-1H-indazol-4-amine), CC1=NN(C=2C=CC=C(C12)N)CC=1C=NC(=CC1)C (3-methyl-1-((6-methylpyridin-3-yl)methyl)-1H-indazol-4-amine), CN1CCN(CC1)CCOC1=CC=2N(C=C1)C(=CN2)C(=O)[O-].[Li+] (lithium 7-(2-(4-methylpiperazin-1-yl)ethoxy)imidazo[1,2-a]pyridine-3-carboxylate). The product is CC1=NN(C2=CC=CC(=C12)NC(=O)C1=CN=C2N1C=CC(=C2)OCCN2CCN(CC2)C)CC=2C=NC(=CC2)C (N-(3-methyl-1-((6-methylpyridin-3-yl)methyl)-1H-indazol-4-yl)-7-(2-(4-methylpiperazin-1-yl)ethoxy)imidazo[1,2-a]pyridine-3-carboxamide). Reaction SMILES: C(N1C2C=CC=C(N)C=2C(C)=N1)C1C=CC=CC=1.[CH3:19][C:20]1[C:28]2[C:27]([NH2:29])=[CH:26][CH:25]=[CH:24][C:23]=2[N:22]([CH2:30][C:31]2[CH:32]=[N:33][C:34]([CH3:37])=[CH:35][CH:36]=2)[N:21]=1.[CH3:38][N:39]1[CH2:44][CH2:43][N:42]([CH2:45][CH2:46][O:47][C:48]2[CH:53]=[CH:52][N:51]3[C:54]([C:57]([O-])=[O:58])=[CH:55][N:56]=[C:50]3[CH:49]=2)[CH2:41][CH2:40]1.[Li+]>>[CH3:19][C:20]1[C:28]2[C:23](=[CH:24][CH:25]=[CH:26][C:27]=2[NH:29][C:57]([C:54]2[N:51]3[CH:52]=[CH:53][C:48]([O:47][CH2:46][CH2:45][N:42]4[CH2:43][CH2:44][N:39]([CH3:38])[CH2:40][CH2:41]4)=[CH:49][C:50]3=[N:56][CH:55]=2)=[O:58])[N:22]([CH2:30][C:31]2[CH:32]=[N:33][C:34]([CH3:37])=[CH:35][CH:36]=2)[N:21]=1 |f:2.3|. Procedure: Prepared according to the method of Example 80, replacing 7-(2-methoxyethoxy)imidazo[1,2-a]pyridine-3-carboxylic acid and 1-benzyl-3-methyl-1H-indazol-4-amine with 3-methyl-1-((6-methylpyridin-3-yl)methyl)-1H-indazol-4-amine and lithium 7-(2-(4-methylpiperazin-1-yl)ethoxy)imidazo[1,2-a]pyridine-3-carboxylate, respectively. MS (APCI) m/z=539 (M+H). Starting materials: BrC=1C=C(C(=O)Cl)C=CC1 (3-bromo-benzoic acid chloride), CC1=CC=CC2=C1NC(O2)=O (4-methyl-3H-benzoxazol-2-one), [Cl-].[Cl-].[Cl-].[Al+3] (aluminium trichloride), ice water. Reaction conditions: time 1.5 hour. The product is BrC=1C=C(C(=O)C2=CC3=C(NC(O3)=O)C(=C2)C)C=CC1 (6-(3-bromo-benzoyl)-4-methyl-3H-benzoxazol-2-one). RXN SMILES: [Br:1][C:2]1[CH:3]=[C:4]([CH:8]=[CH:9][CH:10]=1)[C:5](Cl)=[O:6].[CH3:11][C:12]1[C:17]2[NH:18][C:19](=[O:21])[O:20][C:16]=2[CH:15]=[CH:14][CH:13]=1.[Cl-].[Cl-].[Cl-].[Al+3]>>[Br:1][C:2]1[CH:3]=[C:4]([CH:8]=[CH:9][CH:10]=1)[C:5]([C:14]1[CH:13]=[C:12]([CH3:11])[C:17]2[NH:18][C:19](=[O:21])[O:20][C:16]=2[CH:15]=1)=[O:6] |f:2.3.4.5|. Procedure details: 2.08 g (9.48 mmol) 3-bromo-benzoic acid chloride, 1.41 g (9.48 mmol) 4-methyl-3H-benzoxazol-2-one and 5.33 g (40.0 mmol) aluminium trichloride were heated to 125° C. with stirring for 1.5 h. Then the mixture was mixed with ice water and the grease precipitated was separated from the solvent by decanting. The residue was dissolved in EtOAc, evaporated down and a little MeOH was triturated. The precipitate formed was suction filtered, washed with diethyl ether and dried i. vac. Starting materials: Cc1ccccc1CNC(=O)c1cncc(N2CC3CN(C(=O)OC(C)(C)C)CC3C2)n1, ClCCl, O=C(O)C(F)(F)F. The product is Cc1ccccc1CNC(=O)c1cncc(N2CC3CNCC3C2)n1, O=C(O)C(F)(F)F. As a reaction SMILES: [CH3:1][c:2]1[c:3]([CH2:4][NH:5][C:6](=[O:7])[c:8]2[cH:9][n:10][cH:11][c:12]([N:14]3[CH2:15][CH:16]4[CH:17]([CH2:18]3)[CH2:19][N:20]([C:22]([O:23][C:24]([CH3:25])([CH3:26])[CH3:27])=[O:28])[CH2:21]4)[n:13]2)[cH:29][cH:30][cH:31][cH:32]1.[Cl:40][CH2:41][Cl:42].[F:33][C:34]([C:35](=[O:36])[OH:37])([F:38])[F:39]>>[CH3:1][c:2]1[c:3]([CH2:4][NH:5][C:6](=[O:7])[c:8]2[cH:9][n:10][cH:11][c:12]([N:14]3[CH2:15][CH:16]4[CH:17]([CH2:18]3)[CH2:19][NH:20][CH2:21]4)[n:13]2)[cH:29][cH:30][cH:31][cH:32]1.[F:33][C:34]([C:35](=[O:36])[OH:37])([F:38])[F:39].